This data is from the Open Reaction Database (ORD), a public repository of structured organic reaction records. The task is: describe an organic reaction: reactants, conditions, products, and yield The reactants are OC(CC(C)C)C=1C=C(C=C2C=CC(=CC12)C#N)C1C(C1)C1=CC=C2CCN=C(C2=C1)C(C)C (8-(1-hydroxy-3-methylbutyl)-6-(2-(1-isopropyl-3,4-dihydro-7-isoquinolinyl)cyclopropyl)-2-naphthonitrile), C1(=CC=C(C=C1)S(=O)(=O)O)C (para-toluenesulfonic acid). Solvent: C(C)OCCOCC (1,2 diethoxyethane). Run at temperature 185 celsius, time 3 hour. Product: C(C)(C)C1=NCCC2=CC=C(C=C12)C1C(C1)C=1C=C2C=CC(=CC2=C(C1)\C=C\C(C)C)C#N (6-(2-(1-isopropyl-3,4-dihydro-7-isoquinolinyl)cyclopropyl)-8-((1E)-3-methyl-1-butenyl)-2-naphthonitrile). As a reaction SMILES: O[CH:2]([C:7]1[CH:8]=[C:9]([CH:19]2[CH2:21][CH:20]2[C:22]2[CH:31]=[C:30]3[C:25]([CH2:26][CH2:27][N:28]=[C:29]3[CH:32]([CH3:34])[CH3:33])=[CH:24][CH:23]=2)[CH:10]=[C:11]2[C:16]=1[CH:15]=[C:14]([C:17]#[N:18])[CH:13]=[CH:12]2)[CH2:3][CH:4]([CH3:6])[CH3:5].C1(C)C=CC(S(O)(=O)=O)=CC=1>C(OCCOCC)C>[CH:32]([C:29]1[C:30]2[C:25](=[CH:24][CH:23]=[C:22]([CH:20]3[CH2:21][CH:19]3[C:9]3[CH:10]=[C:11]4[C:16](=[C:7](/[CH:2]=[CH:3]/[CH:4]([CH3:6])[CH3:5])[CH:8]=3)[CH:15]=[C:14]([C:17]#[N:18])[CH:13]=[CH:12]4)[CH:31]=2)[CH2:26][CH2:27][N:28]=1)([CH3:34])[CH3:33]. Reported procedure: A solution of Example 8G (120 mg, 0.27 mmol) in 1,2 diethoxyethane was treated with para-toluenesulfonic acid (253 mg,1.3 mmol) and 3 Å molecular sieves (500 mg), heated to 185° C., and stirred for 3 hours. The mixture was cooled to room temperature, quenched with saturated NaHCO3, and extracted with ethyl acetate. The combined extracts were washed with water, dried (Na2SO4), filtered, and concentrated. The concentrate was purified by flash column chromatography on silica gel with 25% ethyl acet... The reactants are CO, C[Si](C)(C)Cl, O=C(O)c1ccc[nH]1. Yields the product COC(=O)c1ccc[nH]1. RXN SMILES: [CH3:14][OH:15].[CH3:9][Si:10]([Cl:11])([CH3:12])[CH3:13].[OH:1][C:2](=[O:3])[c:4]1[cH:5][cH:6][cH:7][nH:8]1>>[O:1]([C:2](=[O:3])[c:4]1[cH:5][cH:6][cH:7][nH:8]1)[CH3:9]. The reactants are O.NN (Hydrazine monohydrate), CSC(=CC(=O)C1=C(C=C(C=C1Cl)C(F)(F)F)Cl)SC (3,3-bis[methylthio]-1-(2,6-dichloro-4-trifluoromethylphenyl)-2-propen-1-one). Solvent: C(C)O (ethanol). Conditions: time 45 minute. Product: ClC1=C(C(=CC(=C1)C(F)(F)F)Cl)C1=NNC(=C1)SC (3-(2,6-dichloro-4-trifluoromethylphenyl)-5-methylsulfenylpyrazole). RXN SMILES: O.[NH2:2][NH2:3].[CH3:4][S:5][C:6](SC)=[CH:7][C:8]([C:10]1[C:15]([Cl:16])=[CH:14][C:13]([C:17]([F:20])([F:19])[F:18])=[CH:12][C:11]=1[Cl:21])=O>C(O)C>[Cl:21][C:11]1[CH:12]=[C:13]([C:17]([F:20])([F:19])[F:18])[CH:14]=[C:15]([Cl:16])[C:10]=1[C:8]1[CH:7]=[C:6]([S:5][CH3:4])[NH:3][N:2]=1 |f:0.1|. Reported procedure: Hydrazine monohydrate (0.51 ml) was added dropwise to a solution of 3.6 g of 3,3-bis[methylthio]-1-(2,6-dichloro-4-trifluoromethylphenyl)-2-propen-1-one (17) in 40 ml of ethanol at room temperature, and the mixture was stirred for 45 minutes and then refluxed for 4 hours. The reaction mixture was concentrated under reduced pressure to obtain a residue, which was purified by column chromatography on silica gel (eluent: ether/hexane=2/5) to afford 3.3 g of the desired compound in the form of white...